Task: describe an organic reaction: reactants, conditions, products, and yield. Dataset: the Open Reaction Database (ORD), a public repository of structured organic reaction records The reactants are FC(S(=O)(=O)OC1=NN(C2=C1C(=NC=C2)OC)C2CCCC2)(F)F (1-cyclopentyl-4-methoxy-1H-pyrazolo[4,3-c]pyridin-3-yl trifluoromethanesulfonate), CC1(OB(OC1(C)C)C1=CC=C(C=C1)CC#N)C ((4-(4,4,5,5-tetramethyl-1,3,2-dioxaborolan-2-yl)phenyl)acetonitrile), C([O-])([O-])=O.[Na+].[Na+] (sodium carbonate), O (water). The reagents and catalysts are C=1C=CC(=CC1)[P](C=2C=CC=CC2)(C=3C=CC=CC3)[Pd]([P](C=4C=CC=CC4)(C=5C=CC=CC5)C=6C=CC=CC6)([P](C=7C=CC=CC7)(C=8C=CC=CC8)C=9C=CC=CC9)[P](C=1C=CC=CC1)(C=1C=CC=CC1)C=1C=CC=CC1 (tetrakis(triphenylphosphine)palladium(0)). Solvent: COCCOC (DME). The product is C1(CCCC1)N1N=C(C=2C(=NC=CC21)OC)C2=CC=C(C=C2)CC#N ((4-(1-cyclopentyl-4-methoxy-1H-pyrazolo[4,3-c]pyridin-3-yl)phenyl)acetonitrile). Yield: 62.5%. Reaction SMILES: FC(F)(F)S(O[C:7]1[C:11]2[C:12]([O:16][CH3:17])=[N:13][CH:14]=[CH:15][C:10]=2[N:9]([CH:18]2[CH2:22][CH2:21][CH2:20][CH2:19]2)[N:8]=1)(=O)=O.CC1(C)C(C)(C)OB([C:33]2[CH:38]=[CH:37][C:36]([CH2:39][C:40]#[N:41])=[CH:35][CH:34]=2)O1.C(=O)([O-])[O-].[Na+].[Na+].O>COCCOC.C1C=CC([P]([Pd]([P](C2C=CC=CC=2)(C2C=CC=CC=2)C2C=CC=CC=2)([P](C2C=CC=CC=2)(C2C=CC=CC=2)C2C=CC=CC=2)[P](C2C=CC=CC=2)(C2C=CC=CC=2)C2C=CC=CC=2)(C2C=CC=CC=2)C2C=CC=CC=2)=CC=1>[CH:18]1([N:9]2[C:10]3[CH:15]=[CH:14][N:13]=[C:12]([O:16][CH3:17])[C:11]=3[C:7]([C:33]3[CH:38]=[CH:37][C:36]([CH2:39][C:40]#[N:41])=[CH:35][CH:34]=3)=[N:8]2)[CH2:22][CH2:21][CH2:20][CH2:19]1 |f:2.3.4,^1:59,61,80,99|. Reported procedure: A solution of 1-cyclopentyl-4-methoxy-1H-pyrazolo[4,3-c]pyridin-3-yl trifluoromethanesulfonate (160 mg) obtained in Step C of Example 12, (4-(4,4,5,5-tetramethyl-1,3,2-dioxaborolan-2-yl)phenyl)acetonitrile (160 mg), tetrakis(triphenylphosphine)palladium(0) (50.6 mg) and 2M aqueous sodium carbonate solution (1.10 mL) in DME (10 mL) was heated overnight with reflux under nitrogen atmosphere. To the reaction mixture was added water, and the mixture was extracted with ethyl acetate. The organic laye... The reactants are ClC=1C=CC(=C(C1)C1CCNCC1)OC (4-(5-chloro-2-methoxyphenyl)piperidine), Br (hydrogen bromide). Product: Br.ClC1=CC(=C(C=C1)O)C1CCNCC1 (4-Chloro-2-piperidin-4-ylphenol hydrobromide). Isolated yield 97.0%. RXN SMILES: [Cl:1][C:2]1[CH:3]=[CH:4][C:5]([O:14]C)=[C:6]([CH:8]2[CH2:13][CH2:12][NH:11][CH2:10][CH2:9]2)[CH:7]=1.[BrH:16]>>[BrH:16].[Cl:1][C:2]1[CH:3]=[CH:4][C:5]([OH:14])=[C:6]([CH:8]2[CH2:9][CH2:10][NH:11][CH2:12][CH2:13]2)[CH:7]=1 |f:2.3|. Reported procedure: To 4-(5-chloro-2-methoxyphenyl)piperidine (Preparation 233, 40 g, 0.177 mol) was added hydrogen bromide (48% in water, 100 ml) and refluxed for 24 hours before concentrating in vacuo. 1,4-Dioxane was added and solution concentrated in vacuo. The resulting crystals were washed with diethyl ether and dried in vacuo to give the title compound as white crystals, 53 g, 97% yield. The reactants are Cl (HCl), C(C)(C)(C)OC(N(C1CC1)CC1=C(C=CC(=C1)COC(NC)=O)Cl)=O ((2-chloro-5-methylcarbamoyloxymethyl-benzyl)-cyclopropyl-carbamic acid tert-butyl ester). Solvent: C(Cl)Cl (CH2Cl2), C(Cl)Cl (CH2Cl2). Run at temperature 0 celsius, time 2 hour. Yields the product ClC1=C(C=C(COC(NC)=O)C=C1)CNC1CC1 (Methyl-carbamic Acid 4-chloro-3-cyclopropylaminomethyl-benzyl Ester). Yield: 97.9%. RXN SMILES: Cl.C(OC(=O)[N:8]([CH2:12][C:13]1[CH:18]=[C:17]([CH2:19][O:20][C:21](=[O:24])[NH:22][CH3:23])[CH:16]=[CH:15][C:14]=1[Cl:25])[CH:9]1[CH2:11][CH2:10]1)(C)(C)C>C(Cl)Cl>[Cl:25][C:14]1[CH:15]=[CH:16][C:17]([CH2:19][O:20][C:21](=[O:24])[NH:22][CH3:23])=[CH:18][C:13]=1[CH2:12][NH:8][CH:9]1[CH2:11][CH2:10]1. Procedure: HCl (4M in dioxane, 35 mL) was added to a sol. of (2-chloro-5-methylcarbamoyloxymethyl-benzyl)-cyclopropyl-carbamic acid tert-butyl ester (3.48 g, 9.43 mmol) in CH2Cl2 (35 mL) at 0° C. The mixture was stirred for 2 h at 0° C., and more CH2Cl2 was added. The mixture was washed with aq. 1M NaOH and brine. The org. layer was dried over MgSO4, filtered, and the solvents were removed under reduced pressure to yield the crude title compound (2.48 g, 98%) that was used further without purification. LC-... Reactants: Cl (hydrochloric acid), ClC1=CC(=C(C2=C1C=C(O2)C)N2C(N(C(=CC2=O)C(F)(F)F)C)=O)F (3-(4-chloro-6-fluoro-2-methylbenzofuran-7-yl)-1-methyl-6-trifluoromethyluracil), COC(Cl)Cl (dichloromethyl methyl ether), [Sn](Cl)(Cl)(Cl)Cl (tin tetrachloride). Solvent: ClCCl (dichloromethane). Reaction conditions: time 2 hour. Yields the product ClC1=CC(=C(C2=C1C(=C(O2)C)C=O)N2C(N(C(=CC2=O)C(F)(F)F)C)=O)F (3-(4-chloro-6-fluoro-3-formyl-2-methylbenzofuran-7-yl)-1-methyl-6-trifluoromethyluracil). The yield is 90.9%. As a reaction SMILES: [Cl:1][C:2]1[C:7]2[CH:8]=[C:9]([CH3:11])[O:10][C:6]=2[C:5]([N:12]2[C:17](=[O:18])[CH:16]=[C:15]([C:19]([F:22])([F:21])[F:20])[N:14]([CH3:23])[C:13]2=[O:24])=[C:4]([F:25])[CH:3]=1.[CH3:26][O:27]C(Cl)Cl.[Sn](Cl)(Cl)(Cl)Cl.Cl>ClCCl>[Cl:1][C:2]1[C:7]2[C:8]([CH:26]=[O:27])=[C:9]([CH3:11])[O:10][C:6]=2[C:5]([N:12]2[C:17](=[O:18])[CH:16]=[C:15]([C:19]([F:22])([F:20])[F:21])[N:14]([CH3:23])[C:13]2=[O:24])=[C:4]([F:25])[CH:3]=1. Procedure details: 2.0 g (53 mmol) of 3-(4-chloro-6-fluoro-2-methylbenzofuran-7-yl)-1-methyl-6-trifluoromethyluracil and 36.5 g (0.32 mol) of dichloromethyl methyl ether were dissolved in 100 ml of dichloromethane, and 200 ml (0.20 mol) of tin tetrachloride (1M dichloromethane solution) was dropwise added thereto at 0° C. After completion of the dropwise addition, stirring was carried out at room temperature for 2 hours. After completion of the reaction, the reaction solution was poured into a mixture of dilute hy... Run in ClCCl (dichloromethane), O1CCOCC1 (dioxane), one. The yield is 70.2%. Reaction conditions: temperature 82.5 celsius. Reported procedure: 3-Hydroxymethyl-5,6,7,8-tetrahydroisoquinoline (1.73 g, 10.6 mmole) is dissolved in 30 ml dioxane in a 100 ml one neck round bottom flask under nitrogen. The solution is treated with selenium dioxide (647 mg, 5.8 mmole) and the reaction mixture is warmed to 80-85° C. for 1.5 h. The mixture is cooled to room temperature, is diluted with 30 ml dichloromethane and is filtered through celite. The filter cake is washed well with fresh dichloromethane and the filtrate is concentrated in vacuo to a dar... RXN SMILES: [OH:1][CH2:2][C:3]1[N:4]=[CH:5][C:6]2[CH2:7][CH2:8][CH2:9][CH2:10][C:11]=2[CH:12]=1.[Se](=O)=O>O1CCOCC1.ClCCl>[CH:5]1[C:6]2[CH2:7][CH2:8][CH2:9][CH2:10][C:11]=2[CH:12]=[C:3]([CH:2]=[O:1])[N:4]=1. The product is C1=NC(=CC=2CCCCC12)C=O (5,6,7,8,-tetrahydroisoquinoline-3-carbaldehyde). The reactants are OCC=1N=CC=2CCCCC2C1 (3-Hydroxymethyl-5,6,7,8-tetrahydroisoquinoline), [Se](=O)=O (selenium dioxide). Yields the product BrC=1C=NN2C1N=CC=C2 (3-bromopyrazolo[1,5-a]pyrimidine). Run in C(C)(=O)O (acetic acid). As a reaction SMILES: [NH2:1][C:2]1[C:6]([Br:7])=[CH:5][NH:4][N:3]=1.CO[CH:10](OC)[CH2:11][CH:12](OC)OC.O>C(O)(=O)C>[Br:7][C:6]1[CH:5]=[N:4][N:3]2[CH:12]=[CH:11][CH:10]=[N:1][C:2]=12. Procedure details: A solution of 3-amino-4-bromopyrazole (2.0 g, 12 mmol) and 1,1,3,3-tetramethoxypropane (4.1 mL, 25 mmol) in acetic acid (5 mL) was heated at reflux for 4 h. Water (2 mL) was added and the mixture heated at reflux for a further 0.5 h, allowed to cool to ambient temperature and concentrated in vacuo. The residue was triturated in methanol. The solid thus obtained was washed with cold methanol, ethyl acetate, and hexanes to provide 3-bromopyrazolo[1,5-a]pyrimidine as a brownish solid in 39% yield (... Isolated yield 39.0%. The reactants are NC1=NNC=C1Br (3-amino-4-bromopyrazole), COC(CC(OC)OC)OC (1,1,3,3-tetramethoxypropane), O (Water). Starting materials: CCCC[N+](CCCC)(CCCC)CCCC.[F-] (TBAF), C(C)(C)(C)[Si](OC1=CC=C(C=C1)C(C(F)(F)F)(C(F)(F)F)OCC1=CC=C(C=C1)OC)(C)C (tert-butyl-dimethyl-{4-[2,2,2-trifluoro-1-(4-methoxy-benzyloxy)-1-trifluoromethyl-ethyl]-phenoxy}-silane), OS(=O)(=O)[O-].[K+] (KHSO4). The solvent is C1CCOC1 (THF), C1CCOC1 (THF). Conditions: time 8 hour. Product: FC(C(C(F)(F)F)(OCC1=CC=C(C=C1)OC)C1=CC=C(C=C1)O)(F)F (4-[2,2,2-trifluoro- 1-(4-methoxy-benzyloxy)-1-trifluoromethyl-ethyl]-phenol). Reaction SMILES: C([Si](C)(C)[O:6][C:7]1[CH:12]=[CH:11][C:10]([C:13]([O:22][CH2:23][C:24]2[CH:29]=[CH:28][C:27]([O:30][CH3:31])=[CH:26][CH:25]=2)([C:18]([F:21])([F:20])[F:19])[C:14]([F:17])([F:16])[F:15])=[CH:9][CH:8]=1)(C)(C)C.CCCC[N+](CCCC)(CCCC)CCCC.[F-].OS([O-])(=O)=O.[K+]>C1COCC1>[F:15][C:14]([F:16])([F:17])[C:13]([C:10]1[CH:11]=[CH:12][C:7]([OH:6])=[CH:8][CH:9]=1)([O:22][CH2:23][C:24]1[CH:25]=[CH:26][C:27]([O:30][CH3:31])=[CH:28][CH:29]=1)[C:18]([F:19])([F:21])[F:20] |f:1.2,3.4|. Procedure details: 8.39 g (17.0 mmol) of tert-butyl-dimethyl-{4-[2,2,2-trifluoro-1-(4-methoxy-benzyloxy)-1-trifluoromethyl-ethyl]-phenoxy}-silane was dissolved in 70 mL of THF and 25.4 ml (25.4 mmol) of 1M TBAF solution in THF was added at 0° C. The mixture was stirred at room temperature overnight, a 1M KHSO4 solution was added and the product was extracted with ethyl acetate (2×). The organic phase was washed with brine, dried (Na2SO4), filtered and evaporated. Column chromatography on silica gel with n-heptane/... Reactants: BrC=1C=C2C(=CN(C2=CC1)S(=O)(=O)C1=CC=C(C=C1)F)CN1CCN(CC1)C (5-Bromo-1-(4-fluorobenzenesulfonyl)-3-(4-methylpiperazin-1-ylmethyl)-1H-indole), C(CC(O)(C(=O)O)CC(=O)O)(=O)O (citric acid). Solvent: C(C)OCC (diethyl ether), C(C)OCC (diethyl ether). Yields the product C(CC(O)(C(=O)O)CC(=O)O)(=O)O.BrC=1C=C2C(=CN(C2=CC1)S(=O)(=O)C1=CC=C(C=C1)F)CN1CCN(CC1)C (5-Bromo-1-(4-fluorobenzenesulfonyl)-3-(4-methylpiperazin-1-ylmethyl)-1H-indole citrate salt). As a reaction SMILES: [Br:1][C:2]1[CH:3]=[C:4]2[C:8](=[CH:9][CH:10]=1)[N:7]([S:11]([C:14]1[CH:19]=[CH:18][C:17]([F:20])=[CH:16][CH:15]=1)(=[O:13])=[O:12])[CH:6]=[C:5]2[CH2:21][N:22]1[CH2:27][CH2:26][N:25]([CH3:28])[CH2:24][CH2:23]1.[C:29]([OH:41])(=[O:40])[CH2:30][C:31]([CH2:36][C:37]([OH:39])=[O:38])([C:33]([OH:35])=[O:34])[OH:32]>C(OCC)C>[C:29]([OH:41])(=[O:40])[CH2:30][C:31]([CH2:36][C:37]([OH:39])=[O:38])([C:33]([OH:35])=[O:34])[OH:32].[Br:1][C:2]1[CH:3]=[C:4]2[C:8](=[CH:9][CH:10]=1)[N:7]([S:11]([C:14]1[CH:19]=[CH:18][C:17]([F:20])=[CH:16][CH:15]=1)(=[O:13])=[O:12])[CH:6]=[C:5]2[CH2:21][N:22]1[CH2:27][CH2:26][N:25]([CH3:28])[CH2:24][CH2:23]1 |f:3.4|. Procedure: To the saturated solution of 5-Bromo-1-(4-fluorobenzenesulfonyl)-3-(4-methylpiperazin-1-ylmethyl)-1H-indole (2.3 g) in diethyl ether, the saturated solution of citric acid in diethyl ether was added slowly under cooling and stirring. The mass was stirred till solid separates out. The crystalline solid was isolated by filtration, washed with hexane, ethyl acetate and dried quickly under vacuum over phosphorous pentoxide. IR spectra (cm−1): 1159, 1182, 1376, 1590, 1723; Mass (m/z): 466 (M+H)+, 468... Reactants: O=C(CC(=O)NC1=CC=C(C=C1)C1=NN(C=N1)C1=CC=C(C=C1)OC(F)(F)F)C (3-oxo-N-(4-(1-(4-(trifluoromethoxy)phenyl)-1H-1,2,4-triazol-3-yl)phenyl)-butanamide), O (water), C([O-])([O-])=O.[K+].[K+] (potassium carbonate), C(C)(C)C1=C(C=CC=C1)N=C=S (2-isopropylphenyl isothiocyanate). Solvent: CN(C=O)C (N,N-dimethylformamide). Run at time 18 hour. The product is crude product, O/C(=C(\C(=O)NC1=CC=C(C=C1)C1=NN(C=N1)C1=CC=C(C=C1)OC(F)(F)F)/C(NC1=C(C=CC=C1)C(C)C)=S)/C ((E)-3-hydroxy-2-((2-isopropylphenyl)carbamothioyl)-N-(4-(1-(4-(trifluoromethoxy)phenyl)-1H-1,2,4-triazol-3-yl)phenyl)but-2-enamide). Yield: 48.5%. RXN SMILES: [O:1]=[C:2]([CH3:29])[CH2:3][C:4]([NH:6][C:7]1[CH:12]=[CH:11][C:10]([C:13]2[N:17]=[CH:16][N:15]([C:18]3[CH:23]=[CH:22][C:21]([O:24][C:25]([F:28])([F:27])[F:26])=[CH:20][CH:19]=3)[N:14]=2)=[CH:9][CH:8]=1)=[O:5].C(=O)([O-])[O-].[K+].[K+].[CH:36]([C:39]1[CH:44]=[CH:43][CH:42]=[CH:41][C:40]=1[N:45]=[C:46]=[S:47])([CH3:38])[CH3:37].O>CN(C)C=O>[OH:1]/[C:2](/[CH3:29])=[C:3](/[C:46](=[S:47])[NH:45][C:40]1[CH:41]=[CH:42][CH:43]=[CH:44][C:39]=1[CH:36]([CH3:37])[CH3:38])\[C:4]([NH:6][C:7]1[CH:8]=[CH:9][C:10]([C:13]2[N:17]=[CH:16][N:15]([C:18]3[CH:23]=[CH:22][C:21]([O:24][C:25]([F:27])([F:26])[F:28])=[CH:20][CH:19]=3)[N:14]=2)=[CH:11][CH:12]=1)=[O:5] |f:1.2.3|. Procedure details: A portion of the solid from Step 1 (0.50 g, 1.24 mmol) was dissolved in 5 mL of dry N,N-dimethylformamide (DMF) and stirred at ambient temperature while potassium carbonate (0.25 g, 1.81 mmol) and 2-isopropylphenyl isothiocyanate (0.25 g, 1.41 mmol) were added. The solution was stirred for 18 h, then it was poured into 15 mL of water, extracted with ether, and the solvent evaporated. Chromatography of the crude product (0-70% EtOAc-hexanes) gave 350 mg of the title compound as an off-white solid...